This data is from the Open Reaction Database (ORD), a public repository of structured organic reaction records. The task is: describe an organic reaction: reactants, conditions, products, and yield Reactants: CCOC(=O)Cn1ccc2c(O[Si](C)(C)C(C)(C)C)cccc21, C1CCOC1. The product is CCOC(=O)Cn1ccc2c(O)cccc21. RXN SMILES: [C:1]([Si:2]([CH3:3])([CH3:4])[O:6][c:7]1[c:8]2[cH:9][cH:10][n:11]([CH2:16][C:17](=[O:18])[O:19][CH2:20][CH3:21])[c:12]2[cH:13][cH:14][cH:15]1)([CH3:5])([CH3:22])[CH3:23].[CH2:24]1[O:25][CH2:26][CH2:27][CH2:28]1>>[OH:6][c:7]1[c:8]2[cH:9][cH:10][n:11]([CH2:16][C:17](=[O:18])[O:19][CH2:20][CH3:21])[c:12]2[cH:13][cH:14][cH:15]1. The reactants are COC(=O)C1CN(C(C1)=O)C1=CC=C(C=C1)O ((RS)-1-(4-hydroxyphenyl)-5-oxo-pyrrolidine-3-carboxylic acid methyl ester), FC=1C=CC(=C(CBr)C1)C (5-fluoro-2-methylbenzyl bromide), COC(=O)C1CN(C(C1)=O)C1=CC=C(C=C1)OCC1=C(C=CC(=C1)F)C ((RS)-1-[4-(5-fluoro-2-methyl-benzyloxy)-phenyl]-5-oxo-pyrrolidine-3-carboxylic acid methyl ester). Solvent: C(C)O (ethanol). The product is CN (methylamine), CNC(=O)C1CN(C(C1)=O)C1=CC=C(C=C1)OCC1=C(C=CC(=C1)F)C ((RS)-1-[4-(5-fluoro-2-methyl-benzyloxy)-phenyl]-5-oxo-pyrrolidine-3-carboxylic acid methylamide). Reaction SMILES: COC(C1CC(=O)[N:7](C2C=CC(O)=CC=2)[CH2:6]1)=O.FC1C=CC(C)=C(C=1)CBr.C[O:29][C:30]([CH:32]1[CH2:36][C:35](=[O:37])[N:34]([C:38]2[CH:43]=[CH:42][C:41]([O:44][CH2:45][C:46]3[CH:51]=[C:50]([F:52])[CH:49]=[CH:48][C:47]=3[CH3:53])=[CH:40][CH:39]=2)[CH2:33]1)=O>C(O)C>[CH3:6][NH2:7].[CH3:6][NH:7][C:30]([CH:32]1[CH2:36][C:35](=[O:37])[N:34]([C:38]2[CH:43]=[CH:42][C:41]([O:44][CH2:45][C:46]3[CH:51]=[C:50]([F:52])[CH:49]=[CH:48][C:47]=3[CH3:53])=[CH:40][CH:39]=2)[CH2:33]1)=[O:29]. Procedure details: The title compound is prepared by alkylation of the (RS)-1-(4-hydroxyphenyl)-5-oxo-pyrrolidine-3-carboxylic acid methyl ester with 5-fluoro-2-methylbenzyl bromide giving the (RS)-1-[4-(5-fluoro-2-methyl-benzyloxy)-phenyl]-5-oxo-pyrrolidine-3-carboxylic acid methyl ester as a white solid [71% of theory, MS: m/e=358 (M+H)+] which, thereupon, by treatment with methylamine in ethanol at 60° C. during 4 h yields the (RS)-1-[4-(5-fluoro-2-methyl-benzyloxy)-phenyl]-5-oxo-pyrrolidine-3-carboxylic acid m... Reactants: Cl.CC1=NC(NC(=C1Br)C)=S (4,6-Dimethyl-5-bromopyrimidine-2-thione HCl salt), [OH-].[K+] (KOH), ICC(=O)N (iodoacetamide). Run at time 10 minute. The product is C(N)(=O)CSC1=NC(=C(C(=N1)C)Br)C (2-(carbamoylmethyl)thio-4,6-dimethyl-5-bromopyrimidine). The yield is 72.0%. Reaction SMILES: Cl.[CH3:2][C:3]1[C:8]([Br:9])=[C:7]([CH3:10])[NH:6][C:5](=[S:11])[N:4]=1.[OH-].[K+].I[CH2:15][C:16]([NH2:18])=[O:17]>>[C:16]([CH2:15][S:11][C:5]1[N:6]=[C:7]([CH3:10])[C:8]([Br:9])=[C:3]([CH3:2])[N:4]=1)(=[O:17])[NH2:18] |f:0.1,2.3|. Procedure details: 4,6-Dimethyl-5-bromopyrimidine-2-thione HCl salt (5 mmol) was added to ethanolic (60 ml) KOH (11.4 mmol), the solution stirred for 10 min at room temperature, iodoacetamide (5.7 mmol) added, the stirring continued for 20 min at room temperature and for 100 min at 70° C. (pH 8). The warm reaction mixture was filtered, the filtrate evaporated, the residue extracted with chloroform (150 ml), the chloroform solution washed and the dried (MgSO4) solution evaporated to leave the sulfide; yield 72%, m.... Run at temperature 5 celsius. Procedure: In a 500 mL 3-neck round bottom flask equipped with reflux condenser, addition funnel, thermometer socket and magnetic bar inside was added N-[5-(5-Bromo-2-methoxybenzenesulfonyl)-2-methoxyphenyl]-2,2,2-trifluoroacetamide (18.0 grams, 38.54 mmol) in methanol (200 mL). The contents of the flask were cooled to 5° C. and 6N sodium hydroxide (3.1 grams dissolved in 12.4 mL) solution (3.1 grams, 77 mmol) was added slowly over a period of 30 minutes at 5° C. The reaction mass was bought to room temper... Reaction SMILES: [Br:1][C:2]1[CH:3]=[CH:4][C:5]([O:26][CH3:27])=[C:6]([S:8]([C:11]2[CH:12]=[CH:13][C:14]([O:24][CH3:25])=[C:15]([NH:17]C(=O)C(F)(F)F)[CH:16]=2)(=[O:10])=[O:9])[CH:7]=1.[OH-].[Na+]>CO>[Br:1][C:2]1[CH:3]=[CH:4][C:5]([O:26][CH3:27])=[C:6]([S:8]([C:11]2[CH:12]=[CH:13][C:14]([O:24][CH3:25])=[C:15]([CH:16]=2)[NH2:17])(=[O:10])=[O:9])[CH:7]=1 |f:1.2|. Starting materials: [OH-].[Na+] (sodium hydroxide), solution, BrC=1C=CC(=C(C1)S(=O)(=O)C=1C=CC(=C(C1)NC(C(F)(F)F)=O)OC)OC (N-[5-(5-Bromo-2-methoxybenzenesulfonyl)-2-methoxyphenyl]-2,2,2-trifluoroacetamide). Solvent: CO (methanol). Yields the product BrC=1C=CC(=C(C1)S(=O)(=O)C=1C=CC(=C(N)C1)OC)OC (5-(5-Bromo-2-methoxybenzenesulfonyl)-2-methoxyaniline).